From a dataset of the Open Reaction Database (ORD), a public repository of structured organic reaction records. describe an organic reaction: reactants, conditions, products, and yield Reactants: CC1(OC(CC(O1)=O)=O)C (2,2-dimethyl-1,3-dioxan-4,6-dione), N1=CC=CC=C1 (pyridine), C1(CC1)C(=O)Cl (cyclopropylcarbonyl chloride). The solvent is ClCCl (dichloromethane), ClCCl (dichloromethane). Reaction conditions: temperature 0 celsius. Yields the product C1(CC1)C(=O)C1C(OC(OC1=O)(C)C)=O (5-cyclopropylcarbonyl-2,2-dimethyl-1,3-dioxan-4,6-dione). The yield is 82.2%. RXN SMILES: [CH3:1][C:2]1([CH3:10])[O:7][C:6](=[O:8])[CH2:5][C:4](=[O:9])[O:3]1.N1C=CC=CC=1.[CH:17]1([C:20](Cl)=[O:21])[CH2:19][CH2:18]1>ClCCl>[CH:17]1([C:20]([CH:5]2[C:6](=[O:8])[O:7][C:2]([CH3:10])([CH3:1])[O:3][C:4]2=[O:9])=[O:21])[CH2:19][CH2:18]1. Reported procedure: A mixture of 2,2-dimethyl-1,3-dioxan-4,6-dione (20.0 g) and pyridine (22.0 g) in dichloromethane (200 ml) was stirred and cooled to 0° C. in an ice bath. A solution of cyclopropylcarbonyl chloride (16.0 g) in dichloromethane (50 ml) was added dropwise with stirring in an atmosphere of nitrogen whilst maintaining the temperature below 3° C. by external cooling. The mixture was stirred at 0° C. for 1 hour and at ambient temperature for 2 hours. The resultant orange suspension was washed with hydro... Reported procedure: In a fashion analogous to Example 90, 1-methyl-5-(2-nitrophenyl)-1,2,4-triazole was prepared, the nitro reduced, and the resulting 1-methyl-5-(2-aminophenyl)-1,2,4-triazole coupled with CMI to give N-(4,5-dihydro-1H-imidazol-2-ylmethyl)-2-(1-methyl-1H-1,2,4-triazol-5-yl)aniline. As a reaction SMILES: [CH3:1][N:2]1[C:6]([C:7]2[CH:12]=[CH:11][CH:10]=[CH:9][C:8]=2[N+:13]([O-])=O)=[N:5][CH:4]=[N:3]1.[CH3:16][N:17]1[C:21]([C:22]2C=CC=CC=2N)=[N:20][CH:19]=N1>>[NH:20]1[CH2:19][CH2:16][N:17]=[C:21]1[CH2:22][NH:13][C:8]1[CH:9]=[CH:10][CH:11]=[CH:12][C:7]=1[C:6]1[N:2]([CH3:1])[N:3]=[CH:4][N:5]=1. The product is N1C(=NCC1)CNC1=C(C=CC=C1)C1=NC=NN1C (N-(4,5-dihydro-1H-imidazol-2-ylmethyl)-2-(1-methyl-1H-1,2,4-triazol-5-yl)aniline). Reactants: CN1N=CN=C1C1=C(C=CC=C1)[N+](=O)[O-] (1-methyl-5-(2-nitrophenyl)-1,2,4-triazole), nitro, CN1N=CN=C1C1=C(C=CC=C1)N (1-methyl-5-(2-aminophenyl)-1,2,4-triazole).